Dataset: the Open Reaction Database (ORD), a public repository of structured organic reaction records. Task: describe an organic reaction: reactants, conditions, products, and yield Starting materials: O.NN (Hydrazine hydrate), CN1C(C=CC2=CC(=CC=C12)OCCCN1C(C2=CC=CC=C2C1=O)=O)=O (2-[3-(1-methyl-2-oxo-1,2-dihydroquinolin-6-yloxy)propyl]isoindole-1,3-dione). Run in C(C)O (ethanol). The product is NCCCOC=1C=C2C=CC(N(C2=CC1)C)=O (6-(3-aminopropoxy)-1-methyl-1H-quinolin-2-one). Isolated yield 77.0%. RXN SMILES: O.NN.[CH3:4][N:5]1[C:14]2[C:9](=[CH:10][C:11]([O:15][CH2:16][CH2:17][CH2:18][N:19]3C(=O)C4C(=CC=CC=4)C3=O)=[CH:12][CH:13]=2)[CH:8]=[CH:7][C:6]1=[O:30]>C(O)C>[NH2:19][CH2:18][CH2:17][CH2:16][O:15][C:11]1[CH:10]=[C:9]2[C:14](=[CH:13][CH:12]=1)[N:5]([CH3:4])[C:6](=[O:30])[CH:7]=[CH:8]2 |f:0.1|. Reported procedure: Hydrazine hydrate (6.54 ml) was added to a ethanol solution (250 ml) of 2-[3-(1-methyl-2-oxo-1,2-dihydroquinolin-6-yloxy)propyl]isoindole-1,3-dione (16.28 g), and stirred while heating under reflux for 2 hours. The reaction mixture was concentrated under reduced pressure. A 1N-sodium hydroxide aqueous solution was added to the residue, and stirred for 30 minutes, and extraction with dichloromethane was performed. The organic layer was washed with water and a saturated sodium chloride aqueous sol... Starting materials: CC(C)(C)[SiH2]OC(C)(C)C1COCCN1Cc1ccccc1, CCO. Product: CC(C)(C)[SiH2]OC(C)(C)C1COCCN1. RXN SMILES: [CH2:1]([c:2]1[cH:3][cH:4][cH:5][cH:6][cH:7]1)[N:8]1[CH:9]([C:14]([O:15][SiH2:16][C:17]([CH3:18])([CH3:19])[CH3:20])([CH3:21])[CH3:22])[CH2:10][O:11][CH2:12][CH2:13]1.[CH3:23][CH2:24][OH:25]>>[NH:8]1[CH:9]([C:14]([O:15][SiH2:16][C:17]([CH3:18])([CH3:19])[CH3:20])([CH3:21])[CH3:22])[CH2:10][O:11][CH2:12][CH2:13]1. Starting materials: C(CCCCC)C=1C=NC=CC1 (3-hexylpyridine), CC(CCBr)CC (3-methyl-1-pentylbromide), P(Br)(Br)Br (PBr3), CC(CCO)CC (3-methyl-1-pentanol). The solvent is CCOCC (sulfuric ether), N1=CC=CC=C1 (pyridine). Product: CC(CCCC=1C=NC=CC1)CC (3-(4-Methylhexyl)pyridine), pure product. As a reaction SMILES: [CH2:1]([C:7]1[CH:8]=[N:9][CH:10]=[CH:11][CH:12]=1)[CH2:2][CH2:3][CH2:4][CH2:5][CH3:6].[CH3:13]C(CC)CCBr.P(Br)(Br)Br.CC(CC)CCO>CCOCC.N1C=CC=CC=1>[CH3:13][CH:4]([CH2:5][CH3:6])[CH2:3][CH2:2][CH2:1][C:7]1[CH:8]=[N:9][CH:10]=[CH:11][CH:12]=1. Reported procedure: 3-(4-Methylhexyl)pyridine was prepared in a similar manner to that described above with regard to 3-hexylpyridine but using 3-methyl-1-pentylbromide [prepared by adding over 1 h, at -30° C. and under N2, 22.5 g of PBr3 (0.083 mol; 7.8 ml) to a mixture of 21.6 g (0.212 mol) of 3-methyl-1-pentanol, 3.95 g of anhydrous pyridine and 88.4 ml of anhydrous sulfuric ether; the mixture was allowed to react for 1 h at -30° C. and then for 1 night at room temperature; the reaction product was extracted and... The reactants are C(C)(C)(C)O[K] (tert-butoxy potassium), C(OCC)(OCC)=O (diethyl carbonate), C1(=CC=CC=C1)C (toluene), C(C)(=O)C=1SC=CC1 (2-acetylthiophene). The solvent is O (water). Reaction conditions: temperature 62.5 celsius, time 1 hour. The product is C(C)OC(CC(C=1SC=CC1)=O)=O (3-oxo-3-(2-thienyl)propionic acid ethyl ester). Isolated yield 82.2%. RXN SMILES: C(O[K])(C)(C)C.[C:7](=[O:14])([O:11][CH2:12][CH3:13])OCC.C1(C)C=CC=CC=1.[C:22]([C:25]1[S:26][CH:27]=[CH:28][CH:29]=1)(=[O:24])[CH3:23]>O>[CH2:12]([O:11][C:7](=[O:14])[CH2:23][C:22](=[O:24])[C:25]1[S:26][CH:27]=[CH:28][CH:29]=1)[CH3:13]. Reported procedure: A 71.1 g (0.63 mol) portion of tert-butoxy potassium was added to 194.7 g (1.65 mol) of diethyl carbonate at 60 to 65° C. and stirred at 60 to 65° C. for 1 hour, and then 180 ml of toluene solution containing 50 g (0.40 mol) of 2-acetylthiophene was added dropwise thereto at 75 to 80° C. and stirred at 75 to 80° C. for 2 hours. The reaction solution was cooled down to room temperature, mixed with 725 g of water, extracted with 600 ml of ethyl acetate, washed with saturated brine, concentrated an... Starting materials: NCC(C)O ((RS)-1-amino-2-propanol), O=CCC1C(C2=CC(=CC=C2C1)C)=O ((RS)-2-(2-oxoethyl)-6-methyl-1-indanone), C1(=CC=C(C=C1)S(=O)(=O)O)C (p-toluenesulfonic acid), O (water). The solvent is C1(=CC=CC=C1)C (toluene), C1(=CC=CC=C1)C (toluene). Reaction conditions: time 45 minute. Yields the product CC1=CC=C2CC3=C(N(C=C3)CC(C)O)C2=C1 ((RS)-1-(7-methyl-1,4-dihydro-indeno[1,2-b]pyrrol-1-yl)-propan-2-ol). Yield: 43.6%. RXN SMILES: O=[CH:2][CH2:3][CH:4]1[CH2:12][C:11]2[C:6](=[CH:7][C:8]([CH3:13])=[CH:9][CH:10]=2)[C:5]1=O.C1(C)C=CC(S(O)(=O)=O)=CC=1.O.[NH2:27][CH2:28][CH:29]([OH:31])[CH3:30]>C1(C)C=CC=CC=1>[CH3:13][C:8]1[CH:7]=[C:6]2[C:11]([CH2:12][C:4]3[CH:3]=[CH:2][N:27]([CH2:28][CH:29]([OH:31])[CH3:30])[C:5]=32)=[CH:10][CH:9]=1. Procedure: A solution of 1.88 g of (RS)-2-(2-oxoethyl)-6-methyl-1-indanone and 80 mg of p-toluenesulfonic acid in 70 ml of anhydrous toluene was heated on a water separator. A solution of 3.0 g of (RS)-1-amino-2-propanol in 20 ml of anhydrous toluene was added dropwise to the boiling solution over a period of 5 minutes. Subsequently, the mixture was boiled for an additional 45 minutes, during which the solvent was reduced to a volume of 20 ml. The cooled reaction mixture was purified by column chromatograp... Reactants: [BH4-], CO, CSc1ccc(C=O)cc1C#N, [Na+]. The product is CSc1ccc(CO)cc1C#N. As a reaction SMILES: [BH4-:13].[CH3:15][OH:16].[CH:1](=[O:2])[c:3]1[cH:4][cH:5][c:6]([S:11][CH3:12])[c:7]([C:8]#[N:9])[cH:10]1.[Na+:14]>>[CH2:1]([OH:2])[c:3]1[cH:4][cH:5][c:6]([S:11][CH3:12])[c:7]([C:8]#[N:9])[cH:10]1. Starting materials: CC(C)CCNC(=O)c1ccc(Cl)nn1, O=C1N(C2CCNCC2)c2ccccc2C1(F)F, O=C(c1ccc(F)cc1)C1CCNCC1, CN(C)C=O. The product is CC(C)CCNC(=O)c1ccc(N2CCC(C(=O)c3ccc(F)cc3)CC2)nn1. As a reaction SMILES: [CH3:34][CH:35]([CH2:36][CH2:37][NH:38][C:39](=[O:40])[c:41]1[n:42][n:43][c:44]([Cl:47])[cH:45][cH:46]1)[CH3:48].[F:16][C:17]1([F:18])[c:19]2[c:20]([cH:21][cH:22][cH:23][cH:24]2)[N:25]([CH:26]2[CH2:27][CH2:28][NH:29][CH2:30][CH2:31]2)[C:32]1=[O:33].[F:1][c:2]1[cH:3][cH:4][c:5]([C:8](=[O:9])[CH:10]2[CH2:11][CH2:12][NH:13][CH2:14][CH2:15]2)[cH:6][cH:7]1.[O:49]=[CH:50][N:51]([CH3:52])[CH3:53]>>[F:1][c:2]1[cH:3][cH:4][c:5]([C:8](=[O:9])[CH:10]2[CH2:11][CH2:12][N:13]([c:44]3[n:43][n:42][c:41]([C:39]([NH:38][CH2:37][CH2:36][CH:35]([CH3:34])[CH3:48])=[O:40])[cH:46][cH:45]3)[CH2:14][CH2:15]2)[cH:6][cH:7]1. Reactants: C(C)(C)(C)OC(=O)N1[C@H](C[C@@H](C1)OS(=O)(=O)C)C(=O)OC ((2R,4S)-1-t-butoxycarbonyl-4-methanesulfonyloxy-2-methoxycarbonylpyrrolidine), [BH4-].[Na+] (sodium borohydride). Solvent: O1CCCC1 (tetrahydrofuran), C(C)O (ethanol). Run at time 45 minute. Yields the product C(C)(C)(C)OC(=O)N1[C@H](C[C@@H](C1)OS(=O)(=O)C)CO ((2R,4S)-1-t-butoxycarbonyl-4-methanesulfonyloxypyrrolidine-2-methanol). Isolated yield 82.4%. As a reaction SMILES: [C:1]([O:5][C:6]([N:8]1[CH2:12][C@@H:11]([O:13][S:14]([CH3:17])(=[O:16])=[O:15])[CH2:10][C@@H:9]1[C:18](OC)=[O:19])=[O:7])([CH3:4])([CH3:3])[CH3:2].[BH4-].[Na+]>O1CCCC1.C(O)C>[C:1]([O:5][C:6]([N:8]1[CH2:12][C@@H:11]([O:13][S:14]([CH3:17])(=[O:15])=[O:16])[CH2:10][C@@H:9]1[CH2:18][OH:19])=[O:7])([CH3:4])([CH3:3])[CH3:2] |f:1.2|. Reported procedure: To a solution of (2R,4S)-1-t-butoxycarbonyl-4-methanesulfonyloxy-2-methoxycarbonylpyrrolidine (3.96 g: 12.2 mmole) in a mixture of tetrahydrofuran (12 ml) and ethanol (18 ml), sodium borohydride (1.85 g: 48.8 mmole) is added in a nitrogen atmosphere under ice cooling. The mixture is stirred for 45 minutes at room temperature to give (2R,4S)-1-t-butoxycarbonyl-4-methanesulfonyloxypyrrolidine-2-methanol (2.97 g). Yield: 83%. Colorless crystals. mp. 95° to 96° C. NMR δ(CDCl3) ppm: 1.49(s, 9H), 1.7 ... Starting materials: CCCCc1nc(C(O)CCC)c(C(N)=O)n1Cc1ccc(-c2ccccc2C(=O)OC(C)(C)C)cc1, Cl, C1COCCO1. Product: CCCCc1nc(C(O)CCC)c(C(N)=O)n1Cc1ccc(-c2ccccc2C(=O)O)cc1. Reaction SMILES: [C:1]([CH3:2])([CH3:3])([CH3:4])[O:5][C:6](=[O:7])[c:8]1[c:9](-[c:14]2[cH:15][cH:16][c:17]([CH2:20][n:21]3[c:22]([CH2:34][CH2:35][CH2:36][CH3:37])[n:23][c:24]([CH:29]([CH2:30][CH2:31][CH3:32])[OH:33])[c:25]3[C:26](=[O:27])[NH2:28])[cH:18][cH:19]2)[cH:10][cH:11][cH:12][cH:13]1.[ClH:38].[O:39]1[CH2:40][CH2:41][O:42][CH2:43][CH2:44]1>>[O:5]=[C:6]([OH:7])[c:8]1[c:9](-[c:14]2[cH:15][cH:16][c:17]([CH2:20][n:21]3[c:22]([CH2:34][CH2:35][CH2:36][CH3:37])[n:23][c:24]([CH:29]([CH2:30][CH2:31][CH3:32])[OH:33])[c:25]3[C:26](=[O:27])[NH2:28])[cH:18][cH:19]2)[cH:10][cH:11][cH:12][cH:13]1. Starting materials: O (water), ClC=1C=CC2=C(C(=[N+](CC(N2)=O)[O-])C2=C(C=CC=C2)F)C1 (7-chloro-5-(2'-fluoro-phenyl)-1,3-dihydro-2H-1,4-benzodiazepine-2-one-4-oxide), C1CCCCC1.CC(=O)C (cyclohexane acetone), C(CC)C(C(=O)OC(C(CCC)CCC)=O)CCC (dipropyl acetic acid anhydride). Run in C(Cl)(Cl)Cl (chloroform). The product is ClC=1C=CC2=C(C(=NC(C(N2)=O)OC(C(CCC)CCC)=O)C2=C(C=CC=C2)F)C1 (7-chloro-3-dipropylacetoxy-5-(2'-fluorophenyl)-1,3-dihydro-2H-1,4-benzodiazepine-2-one). As a reaction SMILES: [Cl:1][C:2]1[CH:3]=[CH:4][C:5]2[NH:11][C:10](=[O:12])[CH2:9][N+:8]([O-])=[C:7]([C:14]3[CH:19]=[CH:18][CH:17]=[CH:16][C:15]=3[F:20])[C:6]=2[CH:21]=1.[CH2:22]([CH:25]([CH2:38][CH2:39][CH3:40])[C:26]([O:28]C(=O)C(CCC)CCC)=[O:27])[CH2:23][CH3:24].C1CCCCC1.CC(C)=O.O>C(Cl)(Cl)Cl>[Cl:1][C:2]1[CH:3]=[CH:4][C:5]2[NH:11][C:10](=[O:12])[CH:9]([O:28][C:26](=[O:27])[CH:25]([CH2:38][CH2:39][CH3:40])[CH2:22][CH2:23][CH3:24])[N:8]=[C:7]([C:14]3[CH:19]=[CH:18][CH:17]=[CH:16][C:15]=3[F:20])[C:6]=2[CH:21]=1 |f:2.3|. Procedure: A suspension of 10 g of 7-chloro-5-(2'-fluoro-phenyl)-1,3-dihydro-2H-1,4-benzodiazepine-2-one-4-oxide in 20 ml of absolute chloroform is mixed with 14.3 g of dipropyl acetic acid anhydride and is heated under reflux and with the exclusion of atmospheric moisture for such a length of time until a sample on the thin layer-chromatogram (silica gel 60 F 254 of the firm Merck, flow agent: cyclohexane/acetone=1:1) shows a complete conversion. Then, the cooled mixture is shaken out several times with w...